Dataset: the Open Reaction Database (ORD), a public repository of structured organic reaction records. Task: describe an organic reaction: reactants, conditions, products, and yield Starting materials: COC(N=C(C(=NC1=CC=C(C=C1)C1=NOC(=N1)C)C1=CC(=C(C=C1)OCC(NC)=O)OCC)SC)=O ({2-(3-ethoxy-4-methylcarbamoylmethoxyphenyl)-2-[4-(5-methyl-[1,2,4]oxadiazol-3-yl)phenylimino]-1-methylsulfanylethylidene}carbamic acid methyl ester), N(N)C1=NC=CC=N1 (2-hydrazinopyrimidine), CC=1C(=NC=CC1)NN ((3-methylpyridin-2-yl)hydrazine), COC(N=C(C(=NC1=CC=C(C=C1)C1=NOC(=N1)C)C=1C=C(C2=C(COCO2)C1)OC)SC)=O ({2-(8-methoxy-4H-benzo[1,3]dioxin-6-yl)-2-[4-(5-methyl-[1,2,4]oxadiazol-3-yl)-phenylimino]-1-methylsulfanylethylidene}carbamic acid methyl ester). The product is C(C)(=O)O.C(N)(=N)C1=CC=C(C=C1)NC(C1=CC(=C(OCC(=O)NC)C=C1)OCC)C1=NN(C(N1)=O)C1=NC=CC=C1C (2-(4-{(4-carbamimidoylphenylamino)-[1-(3-methylpyridin-2-yl)-5-oxo-4,5-dihydro-1H-[1,2,4]triazol-3-yl]methyl}-2-ethoxyphenoxy)-N-methylacetamide acetate). Reaction SMILES: CO[C:3](=[O:37])[N:4]=[C:5](SC)[C:6]([C:20]1[CH:25]=[CH:24][C:23]([O:26][CH2:27][C:28](=[O:31])[NH:29][CH3:30])=[C:22]([O:32][CH2:33][CH3:34])[CH:21]=1)=[N:7][C:8]1[CH:13]=[CH:12][C:11]([C:14]2[N:18]=C(C)O[N:15]=2)=[CH:10][CH:9]=1.[CH3:38][C:39]1[C:40]([NH:45][NH2:46])=[N:41][CH:42]=[CH:43][CH:44]=1.C[O:48]C(=O)N=C(SC)C(C1C=C(OC)C2OCOCC=2C=1)=NC1C=CC(C2N=C(C)ON=2)=CC=1.N(C1N=CC=CN=1)N>>[C:33]([OH:48])(=[O:32])[CH3:34].[C:14]([C:11]1[CH:12]=[CH:13][C:8]([NH:7][CH:6]([C:5]2[NH:4][C:3](=[O:37])[N:45]([C:40]3[C:39]([CH3:38])=[CH:44][CH:43]=[CH:42][N:41]=3)[N:46]=2)[C:20]2[CH:25]=[CH:24][C:23]([O:26][CH2:27][C:28]([NH:29][CH3:30])=[O:31])=[C:22]([O:32][CH2:33][CH3:34])[CH:21]=2)=[CH:9][CH:10]=1)(=[NH:18])[NH2:15] |f:4.5|. Procedure details: The same procedure was carried out as in Examples (21i)-(21j), except that {2-(3-ethoxy-4-methylcarbamoylmethoxyphenyl)-2-[4-(5-methyl-[1,2,4]oxadiazol-3-yl)phenylimino]-1-methylsulfanylethylidene}carbamic acid methyl ester (Example (126a)) and (3-methylpyridin-2-yl)hydrazine were used instead of respectively the {2-(8-methoxy-4H-benzo[1,3]dioxin-6-yl)-2-[4-(5-methyl-[1,2,4]oxadiazol-3-yl)-phenylimino]-1-methylsulfanylethylidene}carbamic acid methyl ester in Example (21i) and 2-hydrazinopyrimidi...